Dataset: the Open Reaction Database (ORD), a public repository of structured organic reaction records. Task: describe an organic reaction: reactants, conditions, products, and yield The reactants are COC(C(C1=C(C=C(C=C1)OCCOC1=CC2=CC=CC=C2C=C1)Cl)=O)=O (2-chloro-4-[2-(2-naphthalenyloxy)ethoxy]-alpha-oxobenzeneacetic acid methyl ester), [OH-].[Na+] (sodium hydroxide). Solvent: CO (methanol), O1CCCC1 (tetrahydrofuran), O (water). The product is ClC1=C(C=CC(=C1)OCCOC1=CC2=CC=CC=C2C=C1)C(C(=O)O)=O (2-chloro-4-[2-(2-naphthalenyloxy)ethoxy]-alpha-oxobenzeneacetic acid). The yield is 80.6%. Reaction SMILES: C[O:2][C:3](=[O:27])[C:4](=[O:26])[C:5]1[CH:10]=[CH:9][C:8]([O:11][CH2:12][CH2:13][O:14][C:15]2[CH:24]=[CH:23][C:22]3[C:17](=[CH:18][CH:19]=[CH:20][CH:21]=3)[CH:16]=2)=[CH:7][C:6]=1[Cl:25].[OH-].[Na+]>CO.O1CCCC1.O>[Cl:25][C:6]1[CH:7]=[C:8]([O:11][CH2:12][CH2:13][O:14][C:15]2[CH:24]=[CH:23][C:22]3[C:17](=[CH:18][CH:19]=[CH:20][CH:21]=3)[CH:16]=2)[CH:9]=[CH:10][C:5]=1[C:4](=[O:26])[C:3]([OH:27])=[O:2] |f:1.2|. Reported procedure: A solution of 2-chloro-4-[2-(2-naphthalenyloxy)ethoxy]-alpha-oxobenzeneacetic acid methyl ester (0.56 g) in warm methanol (10 mL) and tetrahydrofuran (10 mL) was treated with 1N sodium hydroxide (2 mL) and after 10 minutes the mixture was diluted with water and concentrated to remove the organic solvents. The residue was acidified with excess hydrochloric acid and extracted with dichloromethane containing a little tetrahydrofuran. The organic layer was washed with water, dried (Na2SO4), filtered... The reactants are CN1CCN(CC1)CC#CCN1N=CC(=C1)C1=NC=2N(C(N(C(C2N1COCC[Si](C)(C)C)=O)CCC)=O)CCC (8-{1-[4-(4-Methyl-piperazin-1-yl)-but-2-ynyl]-1H-pyrazol-4-yl}-1,3-dip ropyl-7-(2-trimethylsilanyl-ethoxymethyl)-3,7-dihydro-purine-2,6-dione), Cl (HCl). The solvent is C(C)O (ethanol). Reaction conditions: temperature 85 celsius. Product: CN1CCN(CC1)CC#CCN1N=CC(=C1)C1=NC=2N(C(N(C(C2N1)=O)CCC)=O)CCC (8-{1-[4-(4-Methyl-piperazin-1-yl)-but-2-ynyl]-1H-pyrazol-4-yl}-1,3-dipropyl-3,7-dihydro-purine-2,6-dione). Yield: 51.6%. RXN SMILES: [CH3:1][N:2]1[CH2:7][CH2:6][N:5]([CH2:8][C:9]#[C:10][CH2:11][N:12]2[CH:16]=[C:15]([C:17]3[N:25](COCC[Si](C)(C)C)[C:24]4[C:23](=[O:34])[N:22]([CH2:35][CH2:36][CH3:37])[C:21](=[O:38])[N:20]([CH2:39][CH2:40][CH3:41])[C:19]=4[N:18]=3)[CH:14]=[N:13]2)[CH2:4][CH2:3]1.Cl>C(O)C>[CH3:1][N:2]1[CH2:7][CH2:6][N:5]([CH2:8][C:9]#[C:10][CH2:11][N:12]2[CH:16]=[C:15]([C:17]3[NH:25][C:24]4[C:23](=[O:34])[N:22]([CH2:35][CH2:36][CH3:37])[C:21](=[O:38])[N:20]([CH2:39][CH2:40][CH3:41])[C:19]=4[N:18]=3)[CH:14]=[N:13]2)[CH2:4][CH2:3]1. Procedure details: A mixture of 8-{1-[4-(4-Methyl-piperazin-1-yl)-but-2-ynyl]-1H-pyrazol-4-yl}-1,3-dip ropyl-7-(2-trimethylsilanyl-ethoxymethyl)-3,7-dihydro-purine-2,6-dione (0.105 g, 0.180 mmol), 2N HCl (2 ml), ethanol (4 ml) was heated at 85° C. for 2 hours. The mixture was cooled and solvent was evaporated. The residue was triturated with diethyl ether and purified by preparative TLC to obtain pure 8-{1-[4-(4-Methyl-piperazin-1-yl)-but-2-ynyl]-1H-pyrazol-4-yl}-1,3-dipropyl-3,7-dihydro-purine-2,6-dione (0.042 g,...